From a dataset of the Open Reaction Database (ORD), a public repository of structured organic reaction records. describe an organic reaction: reactants, conditions, products, and yield The reactants are [F-].[Cs+] (caesium fluoride), [Si](C)(C)(C(C)(C)C)O[C@@H]1C=2C(=C(C(=NC2CC2(C1)CCC2)C2CCOCC2)C(=O)OCC)I ((S)-ethyl 5′-(tert-butyldimethylsilyloxy)-4′-iodo-2′-(tetrahydro-2H-pyran-4-yl)-6′,8′-dihydro-5′H-spiro[cyclobutane-1,7′-quinoline]-3′-carboxylate), C([O-])([O-])=O.[Cs+].[Cs+] (caesium carbonate), O1CCC(=CC1)B1OC(C(O1)(C)C)(C)C (2-(3,6-dihydro-2H-pyran-4-yl)-4,4,5,5-tetramethyl-1,3,2-dioxaborolane), solution. Run in O1CCCC1.C1(=CC=CC=C1)C (tetrahydrofurane toluene), O (water). Yields the product [Si](C)(C)(C(C)(C)C)O[C@@H]1C=2C(=C(C(=NC2CC2(C1)CCC2)C2CCOCC2)C(=O)OCC)C=2CCOCC2 ((S)-ethyl 5′-(tert-butyldimethylsilyloxy)-4′-(3,6-dihydro-2H-pyran-4-yl)-2′-(tetrahydro-2H-pyran-4-yl)-6′,8′-dihydro-5′H-spiro[cyclobutane-1,7′-quinoline]-3′-carboxylate). As a reaction SMILES: [Si:1]([O:8][C@H:9]1[CH2:18][C:17]2([CH2:21][CH2:20][CH2:19]2)[CH2:16][C:15]2[N:14]=[C:13]([CH:22]3[CH2:27][CH2:26][O:25][CH2:24][CH2:23]3)[C:12]([C:28]([O:30][CH2:31][CH3:32])=[O:29])=[C:11](I)[C:10]1=2)([C:4]([CH3:7])([CH3:6])[CH3:5])([CH3:3])[CH3:2].[O:34]1[CH2:39][CH:38]=[C:37](B2OC(C)(C)C(C)(C)O2)[CH2:36][CH2:35]1.C(=O)([O-])[O-].[Cs+].[Cs+].[F-].[Cs+]>O.O1CCCC1.C1(C)C=CC=CC=1>[Si:1]([O:8][C@H:9]1[CH2:18][C:17]2([CH2:21][CH2:20][CH2:19]2)[CH2:16][C:15]2[N:14]=[C:13]([CH:22]3[CH2:27][CH2:26][O:25][CH2:24][CH2:23]3)[C:12]([C:28]([O:30][CH2:31][CH3:32])=[O:29])=[C:11]([C:37]3[CH2:38][CH2:39][O:34][CH2:35][CH:36]=3)[C:10]1=2)([C:4]([CH3:7])([CH3:6])[CH3:5])([CH3:3])[CH3:2] |f:2.3.4,5.6,8.9|. Procedure details: Obtained by starting from (S)-ethyl 5′-(tert-butyldimethylsilyloxy)-4′-iodo-2′-(tetrahydro-2H-pyran-4-yl)-6′,8′-dihydro-5′H-spiro[cyclobutane-1,7′-quinoline]-3′-carboxylate and 2-(3,6-dihydro-2H-pyran-4-yl)-4,4,5,5-tetramethyl-1,3,2-dioxaborolane. A 2 M solution of caesium carbonate in water is used instead caesium fluoride. The reaction is run in tetrahydrofurane/toluene 4:1. Starting materials: FC1=C(C=NO)C(=CC=C1)OCC(C)C (2-Fluoro-6-isobutoxybenzaldehyde oxime), ClN1C(CCC1=O)=O (N-chlorosuccinimide). The solvent is C(C)OC(C)=O (ethylacetate), CCCCCC (hexane), CN(C=O)C (N,N-dimethylformamide). Conditions: temperature 50 celsius. Yields the product FC1=C(C(=CC=C1)OCC(C)C)C(=NO)Cl (2-Fluoro-N-hydroxy-6-isobutoxybenzenecarboximidoyl chloride). Yield: 90.1%. RXN SMILES: [F:1][C:2]1[CH:10]=[CH:9][CH:8]=[C:7]([O:11][CH2:12][CH:13]([CH3:15])[CH3:14])[C:3]=1[CH:4]=[N:5][OH:6].[Cl:16]N1C(=O)CCC1=O>CN(C)C=O.C(OC(=O)C)C.CCCCCC>[F:1][C:2]1[CH:10]=[CH:9][CH:8]=[C:7]([O:11][CH2:12][CH:13]([CH3:15])[CH3:14])[C:3]=1[C:4]([Cl:16])=[N:5][OH:6]. Reported procedure: To a solution of 2-fluoro-6-isobutoxybenzaldehyde oxime (0.99 g, 6.1 mmol, EXAMPLE 16, Step 3) in N,N-dimethylformamide (20 mL) was added N-chlorosuccinimide (0.63 g, 4.7 mmol) at 0° C. The mixture was heated at 50° C. for 1 h and cooled to room temperature. The mixture was diluted with ethylacetate (30 mL) and hexane (30 mL). The organic layer was washed with water (30 mL×2), dried over magnesium sulfate and concentrated in vacuo to give an oil. The residual oil was purified by silica gel colum... Procedure: To a stirred mixture of 2-hydroxybenzimidazole (4.00 g, 29.8 mmol) and tert-butyl bromoacetate (5.53 g, 28.3 mmol) in DMF (50 mL) at 0° C. was added sodium hydride (1.31 g of a 60% dispersion in mineral oil, 32.8 mmol). The mixture was stirred at 0° C. for 1 h, then quenched with saturated aqueous NaHCO3 and concentrated in vacuo. The residue was partitioned between EtOAc (500 mL) and H2O (300 mL) and the organic layer was dried over Na2SO4, filtered, and concentrated under reduced pressure. The... Product: O=C1NC2=C(N1CC(=O)OC(C)(C)C)C=CC=C2 (tert-Butyl (2-oxo-2,3-dihydro-1H-benzimidazol-1-yl)acetate). The solvent is CN(C)C=O (DMF). Reaction SMILES: [OH:1][C:2]1[NH:3][C:4]2[CH:10]=[CH:9][CH:8]=[CH:7][C:5]=2[N:6]=1.Br[CH2:12][C:13]([O:15][C:16]([CH3:19])([CH3:18])[CH3:17])=[O:14].[H-].[Na+]>CN(C=O)C>[O:1]=[C:2]1[N:6]([CH2:12][C:13]([O:15][C:16]([CH3:19])([CH3:18])[CH3:17])=[O:14])[C:5]2[CH:7]=[CH:8][CH:9]=[CH:10][C:4]=2[NH:3]1 |f:2.3|. The reactants are OC=1NC2=C(N1)C=CC=C2 (2-hydroxybenzimidazole), BrCC(=O)OC(C)(C)C (tert-butyl bromoacetate), [H-].[Na+] (sodium hydride). Reaction conditions: temperature 0 celsius, time 1 hour. Yields the product C(C)OC(=O)N1CC=2C=NC=3N(C2CC1)N=C(N3)\C=C\3/[C@H]1SC=C(N1C3=O)C(=O)O ((5R,6Z)-6-{[7-(ethoxycarbonyl)-6,7,8,9-tetrahydropyrido[3,4-e][1,2,4]triazolo[1,5-a]pyrimidin-2-yl]methylene}-7-oxo-4-thia-1-azabicyclo[3.2.0]hept-2-ene-2-carboxylic acid). Reaction SMILES: C(O[CH:5]([C:24]1(Br)[C:30](=[O:31])[N:29]2[C@@H:25]1[S:26][CH:27]=[C:28]2[C:32]([O:34]CC1C=CC([N+]([O-])=O)=CC=1)=[O:33])[C:6]1[N:23]=[C:9]2[N:10]=[CH:11][C:12]3[CH2:17][N:16]([C:18]([O:20][CH2:21][CH3:22])=[O:19])[CH2:15][CH2:14][C:13]=3[N:8]2[N:7]=1)(=O)C.C(#N)C>C1COCC1.[Pd]>[CH2:21]([O:20][C:18]([N:16]1[CH2:15][CH2:14][C:13]2[N:8]3[N:7]=[C:6](/[CH:5]=[C:24]4\[C@@H:25]5[N:29]([C:30]\4=[O:31])[C:28]([C:32]([OH:34])=[O:33])=[CH:27][S:26]5)[N:23]=[C:9]3[N:10]=[CH:11][C:12]=2[CH2:17]1)=[O:19])[CH3:22]. The solvent is C1CCOC1 (THF). Conditions: temperature 3 celsius. Procedure details: ethyl 2-[(acetyloxy)((5R)-6-bromo-2-{[(4-nitrobenzyl)oxy]carbonyl)-7-oxo-4-thia-1-azabicyclo[3.2.0]hept-2-en-6-yl)methyl]-8,9-dihydropyrido[3,4-e][1,2,4]triazolo[1,5-a]pyrimidine-7(6H)-carboxylate (220 mg, 0.28 mmol) was dissolved in THF (20 mL) and acetonitrile (20 mL) and phophate buffer (6.5 pH) (20 ml) and hydrogenated over Pd/C (10%) (200 mg) under 40 psi pressure. At the end, reaction mixture was filtered, cooled to 3° C., and 0.1 N NaOH was added to adjust the pH to 8.5. The filtrate was ... The reagents and catalysts are [Pd] (Pd/C). The reactants are C(C)(=O)OC(C1=NN2C(N=CC3=C2CCN(C3)C(=O)OCC)=N1)C1([C@H]3SC=C(N3C1=O)C(=O)OCC1=CC=C(C=C1)[N+](=O)[O-])Br (ethyl 2-[(acetyloxy)((5R)-6-bromo-2-{[(4-nitrobenzyl)oxy]carbonyl)-7-oxo-4-thia-1-azabicyclo[3.2.0]hept-2-en-6-yl)methyl]-8,9-dihydropyrido[3,4-e][1,2,4]triazolo[1,5-a]pyrimidine-7(6H)-carboxylate), C(C)#N (acetonitrile). Reactants: Cc1cc(Br)ccc1C(=O)O, CC(=O)Cl, CO, [Na+], [Na+], O=C([O-])[O-]. Yields the product COC(=O)c1ccc(Br)cc1C. RXN SMILES: [Br:5][c:6]1[cH:7][c:8]([CH3:15])[c:9]([C:10](=[O:11])[OH:12])[cH:13][cH:14]1.[CH3:1][C:2](=[O:3])[Cl:4].[CH3:22][OH:23].[Na+:16].[Na+:17].[O-:18][C:19](=[O:20])[O-:21]>>[CH3:1][O:11][C:10]([c:9]1[c:8]([CH3:15])[cH:7][c:6]([Br:5])[cH:14][cH:13]1)=[O:12]. Reactants: O1CCCC=C1 (2,3-dihydropyran), BrC1=C(NCC=2C(=NC(=NC2)SC)NC2=CC(=CC=C2)CCO)C=CC=C1 (5-(2-bromoanilino)methyl-4-[3-(2-hydroxyethyl)phenyl]amino-2-methylthiopyrimidine), ClC1=C(NCC=2C(=NC(=NC2)SC)NC2=CC(=CC=C2)CCO)C(=CC=C1)Cl (5-(2,6-dichloroanilino)methyl-4-[3-(2-hydroxyethyl)phenyl]amino-2-methylthiopyrimidine), BrC1=C(N)C=CC=C1 (2-bromoaniline). Reagents/catalysts: O.C=1(C(=CC=CC1)S(=O)(=O)O)C (toluenesulfonic acid monohydrate). The solvent is [Cl-].[Na+].O (brine), C(C)OCC (diethyl ether), ClCCl (dichloromethane). Run at time 3 day. Product: BrC1=C(NCC=2C(=NC(=NC2)SC)NC2=CC(=CC=C2)CCOC2OCCCC2)C=CC=C1 (5-(2-bromoanilino)methyl-4-[3-(2-(tetrahydropyranyloxy)ethyl)phenyl]amino-2-methylthiopyrimidine). As a reaction SMILES: [Br:1][C:2]1[CH:27]=[CH:26][CH:25]=[CH:24][C:3]=1[NH:4][CH2:5][C:6]1[C:7]([NH:14][C:15]2[CH:20]=[CH:19][CH:18]=[C:17]([CH2:21][CH2:22][OH:23])[CH:16]=2)=[N:8][C:9]([S:12][CH3:13])=[N:10][CH:11]=1.ClC1C=CC=C(Cl)C=1NCC1C(NC2C=[CH:46][CH:45]=[C:44]([CH2:48][CH2:49][OH:50])C=2)=NC(SC)=NC=1.BrC1C=CC=CC=1N.O1C=CCCC1>ClCCl.[Cl-].[Na+].O.O.C1(C)C(S(O)(=O)=O)=CC=CC=1.C(OCC)C>[Br:1][C:2]1[CH:27]=[CH:26][CH:25]=[CH:24][C:3]=1[NH:4][CH2:5][C:6]1[C:7]([NH:14][C:15]2[CH:20]=[CH:19][CH:18]=[C:17]([CH2:21][CH2:22][O:23][CH:49]3[CH2:48][CH2:44][CH2:45][CH2:46][O:50]3)[CH:16]=2)=[N:8][C:9]([S:12][CH3:13])=[N:10][CH:11]=1 |f:5.6.7,8.9|. Procedure details: A solution of 3.5 g (7.9 mmol) of 5-(2-bromoanilino)methyl-4-[3-(2-hydroxyethyl)phenyl]amino-2-methylthiopyrimidine (prepared in a method analogous to that for 5-(2,6-dichloroanilino)methyl-4-[3-(2-hydroxyethyl)phenyl]amino-2-methylthiopyrimidine of Example 37(f) using 2-bromoaniline in place of 2,6-dichloroaniline) in 100 ml of dichloromethane was treated with 3.3 g (39 mmol) of 2,3-dihydropyran and 15 mg (0.08 mmol) of toluenesulfonic acid monohydrate and the mixture stirred at room temperatur... The reactants are COC1=CC=C(C=C1)S(=O)(=O)N1C(CN(C2=C(C1)C=CC=C2)C(C2=CC(=CC=C2)C(F)(F)F)=O)C(=O)OC(C)(C)C (4-(4-methoxybenzenesulfonyl)-1-(3-trifluoromethylbenzoyl)-2,3,4,5-tetrahydro-1H-[1,4]benzodiazepine-3-carboxylic acid, tert-butyl ester), FC(C(=O)O)(F)F (trifluoroacetic acid). Run in C(Cl)Cl (CH2Cl2). Conditions: time 3 hour. Product: COC1=CC=C(C=C1)S(=O)(=O)N1C(CN(C2=C(C1)C=CC=C2)C(C2=CC(=CC=C2)C(F)(F)F)=O)C(=O)O (4-(4-Methoxybenzenesulfonyl)-1-(3-trifluoromethylbenzoyl)-2,3,4,5-tetrahydro-1H-[1,4]benzodiazepine-3-carboxylic acid). Isolated yield 95.1%. Reaction SMILES: [CH3:1][O:2][C:3]1[CH:8]=[CH:7][C:6]([S:9]([N:12]2[CH2:18][C:17]3[CH:19]=[CH:20][CH:21]=[CH:22][C:16]=3[N:15]([C:23](=[O:34])[C:24]3[CH:29]=[CH:28][CH:27]=[C:26]([C:30]([F:33])([F:32])[F:31])[CH:25]=3)[CH2:14][CH:13]2[C:35]([O:37]C(C)(C)C)=[O:36])(=[O:11])=[O:10])=[CH:5][CH:4]=1.FC(F)(F)C(O)=O>C(Cl)Cl>[CH3:1][O:2][C:3]1[CH:4]=[CH:5][C:6]([S:9]([N:12]2[CH2:18][C:17]3[CH:19]=[CH:20][CH:21]=[CH:22][C:16]=3[N:15]([C:23](=[O:34])[C:24]3[CH:29]=[CH:28][CH:27]=[C:26]([C:30]([F:31])([F:32])[F:33])[CH:25]=3)[CH2:14][CH:13]2[C:35]([OH:37])=[O:36])(=[O:11])=[O:10])=[CH:7][CH:8]=1. Reported procedure: A mixture of 0.36 g (0.61 mmol) of 4-(4-methoxybenzenesulfonyl)-1-(3-trifluoromethylbenzoyl)-2,3,4,5-tetrahydro-1H-[1,4]benzodiazepine-3-carboxylic acid, tert-butyl ester and 3 ml of trifluoroacetic acid in 3 ml of CH2Cl2 was stirred at room temperature for 3 hours. The mixture was concentrated to dryness under vacuum and the residue extracted with CH2Cl2. The CH2Cl2 was washed with 1 N NaHCO3 and the aqueous layer (pH 8) was acidified with 2 N citric acid and extracted with ethyl acetate. The e...